From a dataset of the Open Reaction Database (ORD), a public repository of structured organic reaction records. describe an organic reaction: reactants, conditions, products, and yield The product is OC(CCCN1CCC(c2ncco2)CC1)c1ccc(F)cc1. Reaction SMILES: [CH3:24][CH2:25][OH:26].[F:1][c:2]1[cH:3][cH:4][c:5]([CH:8]([CH2:9][CH2:10][CH2:11][N:12]2[CH2:13][CH2:14][C:15]([c:18]3[o:19][cH:20][cH:21][n:22]3)=[CH:16][CH2:17]2)[OH:23])[cH:6][cH:7]1>>[F:1][c:2]1[cH:3][cH:4][c:5]([CH:8]([CH2:9][CH2:10][CH2:11][N:12]2[CH2:13][CH2:14][CH:15]([c:18]3[o:19][cH:20][cH:21][n:22]3)[CH2:16][CH2:17]2)[OH:23])[cH:6][cH:7]1. The reactants are CCO, OC(CCCN1CC=C(c2ncco2)CC1)c1ccc(F)cc1.